Dataset: the Open Reaction Database (ORD), a public repository of structured organic reaction records. Task: describe an organic reaction: reactants, conditions, products, and yield Reactants: NC1=C(OC2=C(C=C(C#N)C=C2)Cl)C=C(C=C1)Cl (4-(2-amino-5-chlorophenoxy)-3-chloro-benzonitrile), Cl.NO (hydroxylamine hydrochloride), C([O-])([O-])=O.[K+].[K+] (potassium carbonate). The solvent is C(C)O (ethanol). Yields the product NC1=C(OC2=C(C=C(C=C2)C(NO)=N)Cl)C=C(C=C1)Cl (4-(2-amino-5-chlorophenoxy)-3-chloro-N-hydroxy-benzene carboximidamide). As a reaction SMILES: [NH2:1][C:2]1[CH:17]=[CH:16][C:15]([Cl:18])=[CH:14][C:3]=1[O:4][C:5]1[CH:12]=[CH:11][C:8]([C:9]#[N:10])=[CH:7][C:6]=1Cl.[ClH:19].[NH2:20][OH:21].C(=O)([O-])[O-].[K+].[K+]>C(O)C>[NH2:1][C:2]1[CH:17]=[CH:16][C:15]([Cl:18])=[CH:14][C:3]=1[O:4][C:5]1[CH:12]=[CH:11][C:8]([C:9](=[NH:10])[NH:20][OH:21])=[CH:7][C:6]=1[Cl:19] |f:1.2,3.4.5|. Procedure: The subtitle compound was prepared using the product from example 29 step i) (0.60 g) which was dissolved in ethanol (20 ml) and treated with hydroxylamine hydrochloride (0.30 g) followed by potassium carbonate (0.60 g). The mixture was heated at 90 C for 2 hours, cooled and the solid filtered off. The filtrate was concentrated under reduced pressure to give a red oil. Yield 0.94 g.